From a dataset of the Open Reaction Database (ORD), a public repository of structured organic reaction records. describe an organic reaction: reactants, conditions, products, and yield Reactants: ClC1=C(C=NC=2N1N=CC2C(=O)OCC)C(=O)N2CCC1(CC2)COC2=C1C=CC=C2F (7-Chloro-3-ethoxycarbonyl-6-(7-fluoro-2H-spiro[benzofuran-3,4′-piperidine]-1′-ylcarbonyl)pyrazolo[1,5-a]pyrimidine), C(C1=CC=CC=C1)N (benzylamine). Product: C(C1=CC=CC=C1)NC1=C(C=NC=2N1N=CC2C(=O)OCC)C(=O)N2CCC1(CC2)COC2=C1C=CC=C2F (7-Benzylamino-3-ethoxycarbonyl-6-(7-fluoro-2H-spiro[benzofuran-3,4′-piperidine]-1′-ylcarbonyl)pyrazolo[1,5-a]pyrimidine). Yield: 31.5%. As a reaction SMILES: Cl[C:2]1[N:7]2[N:8]=[CH:9][C:10]([C:11]([O:13][CH2:14][CH3:15])=[O:12])=[C:6]2[N:5]=[CH:4][C:3]=1[C:16]([N:18]1[CH2:23][CH2:22][C:21]2([C:27]3[CH:28]=[CH:29][CH:30]=[C:31]([F:32])[C:26]=3[O:25][CH2:24]2)[CH2:20][CH2:19]1)=[O:17].[CH2:33]([NH2:40])[C:34]1[CH:39]=[CH:38][CH:37]=[CH:36][CH:35]=1>>[CH2:33]([NH:40][C:2]1[N:7]2[N:8]=[CH:9][C:10]([C:11]([O:13][CH2:14][CH3:15])=[O:12])=[C:6]2[N:5]=[CH:4][C:3]=1[C:16]([N:18]1[CH2:23][CH2:22][C:21]2([C:27]3[CH:28]=[CH:29][CH:30]=[C:31]([F:32])[C:26]=3[O:25][CH2:24]2)[CH2:20][CH2:19]1)=[O:17])[C:34]1[CH:39]=[CH:38][CH:37]=[CH:36][CH:35]=1. Procedure details: In the same manner as in Example 19, step 5 and using 7-chloro-3-ethoxycarbonyl-6-(7-fluoro-2H-spiro[benzofuran-3,4′-piperidine]-1′-ylcarbonyl)pyrazolo[1,5-a]pyrimidine (0.250 g, 0.546 mmol) obtained in step 2 and benzylamine (0.150 mL, 1.37 mmol), the title compound (0.091 g, 31%) was obtained.